Dataset: the Open Reaction Database (ORD), a public repository of structured organic reaction records. Task: describe an organic reaction: reactants, conditions, products, and yield Reactants: OC=1C=CC2=C(C=C(CCS2(=O)=O)C(=O)O)C1 (7-hydroxy-1,1-dioxo-2,3-dihydro-1-benzothiepine-4-carboxylic acid), S(O)(O)(=O)=O (sulfuric acid), CO (methanol). The product is OC=1C=CC2=C(C=C(CCS2(=O)=O)C(=O)OC)C1 (methyl 7-hydroxy-1,1-dioxo-2,3-dihydro-1-benzothiepine-4-carboxylate). Reaction SMILES: [OH:1][C:2]1[CH:3]=[CH:4][C:5]2[S:11](=[O:13])(=[O:12])[CH2:10][CH2:9][C:8]([C:14]([OH:16])=[O:15])=[CH:7][C:6]=2[CH:17]=1.S(=O)(=O)(O)O.[CH3:23]O>>[OH:1][C:2]1[CH:3]=[CH:4][C:5]2[S:11](=[O:13])(=[O:12])[CH2:10][CH2:9][C:8]([C:14]([O:16][CH3:23])=[O:15])=[CH:7][C:6]=2[CH:17]=1. Reported procedure: To a solution of 7-hydroxy-1,1-dioxo-2,3-dihydro-1-benzothiepine-4-carboxylic acid (856 mg) in methanol (10 ml) was added sulfuric acid (0.1 ml), and the resulting mixture was heated at reflux for 23 hours. After concentration under reduced pressure, the reaction mixture was mixed with water and was then extracted with ethyl acetate. The organic layer was washed with an aqueous saturated solution of sodium chloride and was dried with magnesium sulfate. After concentration under reduced pressure,... Starting materials: C(C)(C)(C)OC(=O)N[C@@H](CC1=CC=C(C=C1)C#CC1=CC=C(C(=O)OC)C=C1)C(=O)N1C[Si](C[C@H]1C(N[C@@H]1CCCC2=CC=CC=C12)=O)(C)C (methyl 4-((4-((S)-2-((tert-butoxycarbonyl)amino)-3-((R)-3,3-dimethyl-5-(((R)-1,2,3,4-tetrahydronaphthalen-1-yl)carbamoyl)-1,3-azasilolidin-1-yl)-3-oxopropyl)phenyl)ethynyl)benzoate), Cl (HCl). Run in C(Cl)Cl (DCM). Conditions: time 4 hour. Yields the product N[C@@H](CC1=CC=C(C=C1)C#CC1=CC=C(C(=O)OC)C=C1)C(=O)N1C[Si](C[C@H]1C(N[C@@H]1CCCC2=CC=CC=C12)=O)(C)C (Methyl 4-((4-((S)-2-amino-3-((R)-3,3-dimethyl-5-(((R)-1,2,3,4-tetrahydronaphthalen-1-yl)carbamoyl)-1,3-azasilolidin-1-yl)-3-oxopropyl)phenyl)ethynyl)benzoate), Cl (HCl). Yield: 1687.8%. As a reaction SMILES: C(OC([NH:8][C@H:9]([C:29]([N:31]1[C@H:35]([C:36](=[O:48])[NH:37][C@H:38]2[C:47]3[C:42](=[CH:43][CH:44]=[CH:45][CH:46]=3)[CH2:41][CH2:40][CH2:39]2)[CH2:34][Si:33]([CH3:50])([CH3:49])[CH2:32]1)=[O:30])[CH2:10][C:11]1[CH:16]=[CH:15][C:14]([C:17]#[C:18][C:19]2[CH:28]=[CH:27][C:22]([C:23]([O:25][CH3:26])=[O:24])=[CH:21][CH:20]=2)=[CH:13][CH:12]=1)=O)(C)(C)C.[ClH:51]>C(Cl)Cl>[NH2:8][C@H:9]([C:29]([N:31]1[C@H:35]([C:36](=[O:48])[NH:37][C@H:38]2[C:47]3[C:42](=[CH:43][CH:44]=[CH:45][CH:46]=3)[CH2:41][CH2:40][CH2:39]2)[CH2:34][Si:33]([CH3:50])([CH3:49])[CH2:32]1)=[O:30])[CH2:10][C:11]1[CH:16]=[CH:15][C:14]([C:17]#[C:18][C:19]2[CH:20]=[CH:21][C:22]([C:23]([O:25][CH3:26])=[O:24])=[CH:27][CH:28]=2)=[CH:13][CH:12]=1.[ClH:51]. Procedure details: To a solution of methyl 4-((4-((S)-2-((tert-butoxycarbonyl)amino)-3-((R)-3,3-dimethyl-5-(((R)-1,2,3,4-tetrahydronaphthalen-1-yl)carbamoyl)-1,3-azasilolidin-1-yl)-3-oxopropyl)phenyl)ethynyl)benzoate (92 mg, 0.13 mmol) in DCM (2 mL) was added HCl (4.0 M solution in dioxane, 0.5 mL, 2.00 mmol). The reaction mixture was stirred at rt for 4 h and concentrated in vacuo to give the title compound as a HCl salt (80 mg, 95%, brown solid). MS(ESI+) m/z 594.5 (M+H)+. Starting materials: S(=O)([O-])S(=O)[O-].[Na+].[Na+] (Sodium dithionite), COC1=C(C=C(C=C1)[N+](=O)[O-])CSC (1-methoxy-2-methylsulfanylmethyl-4-nitro-benzene), C(O)([O-])=O.[Na+] (sodium hydrogen carbonate). The solvent is CO.O (methanol water). Conditions: time 16 hour. The product is COC1=C(C=C(C=C1)N)CSC (4-Methoxy-3-methylsulfanylmethyl-phenylamine). Yield: 33.5%. Reaction SMILES: S(S([O-])=O)([O-])=O.[Na+].[Na+].[CH3:9][O:10][C:11]1[CH:16]=[CH:15][C:14]([N+:17]([O-])=O)=[CH:13][C:12]=1[CH2:20][S:21][CH3:22].C(=O)([O-])O.[Na+]>CO.O>[CH3:9][O:10][C:11]1[CH:16]=[CH:15][C:14]([NH2:17])=[CH:13][C:12]=1[CH2:20][S:21][CH3:22] |f:0.1.2,4.5,6.7|. Procedure: Sodium dithionite (3.264 g) was added to a solution of 1-methoxy-2-methylsulfanylmethyl-4-nitro-benzene (0.8 g), and sodium hydrogen carbonate (1.57 g) in methanol:water (1:1, 200 ml) and stirred at room temperature for 16 h. Solvent was removed at reduced pressure, the residue partitioned between water and ethyl acetate, the organic phase separated, washed with brine dried (Na2SO4) and solvent removed at reduced pressure to give the title compound (0.23 g) as a brown oil. m/z (API+): 184 (MH+). The reactants are CCOC(=O)c1csc2cc(Oc3ccnc(N)n3)ccc12, C1CCOC1, [Cl-], Nc1cccc(C(F)(F)F)c1, [NH4+]. The product is Nc1nccc(Oc2ccc3c(C(=O)Nc4cccc(C(F)(F)F)c4)csc3c2)n1. RXN SMILES: [CH2:12]([O:14][C:15](=[O:13])[c:17]1[c:18]2[c:19]([s:20][cH:21]1)[cH:22][c:23]([O:26][c:27]1[n:28][c:29]([NH2:33])[n:30][cH:31][cH:32]1)[cH:24][cH:25]2)[CH3:16].[CH2:36]1[O:37][CH2:38][CH2:39][CH2:40]1.[Cl-:34].[F:1][C:2]([c:3]1[cH:4][c:5]([NH2:6])[cH:7][cH:8][cH:9]1)([F:10])[F:11].[NH4+:35]>>[F:1][C:2]([c:3]1[cH:4][c:5]([NH:6][C:15](=[O:14])[c:17]2[c:18]3[c:19]([s:20][cH:21]2)[cH:22][c:23]([O:26][c:27]2[n:28][c:29]([NH2:33])[n:30][cH:31][cH:32]2)[cH:24][cH:25]3)[cH:7][cH:8][cH:9]1)([F:10])[F:11]. Reactants: COC(=O)CBr, O=C([O-])[O-], CCC(C)=O, Oc1cccc(C(F)(F)F)c1, [K+], [K+]. The product is COC(=O)COc1cccc(C(F)(F)F)c1. Reaction SMILES: [Br:18][CH2:19][C:20](=[O:21])[O:22][CH3:23].[C:12](=[O:13])([O-:14])[O-:15].[CH3:24][C:25](=[O:26])[CH2:27][CH3:28].[F:1][C:2]([c:3]1[cH:4][c:5]([OH:9])[cH:6][cH:7][cH:8]1)([F:10])[F:11].[K+:16].[K+:17]>>[F:1][C:2]([c:3]1[cH:4][c:5]([O:9][CH2:19][C:20](=[O:21])[O:22][CH3:23])[cH:6][cH:7][cH:8]1)([F:10])[F:11]. Starting materials: FC1=C(C=CC=C1F)C(CF)(C/C(/C(F)(F)F)=N/N(C)C)N[S@](=O)C(C)(C)C ((R)-N-((Z)-2-(2,3-difluorophenyl)-4-(2,2-dimethylhydrazono)-1,5,5,5-tetrafluoropentan-2-yl)-2-methylpropane-2-sulfinamide), Cl (hydrogen chloride), aq. solution, C1CCOC1 (THF). Run at time 26 hour. Yields the product FC1=C(C=CC=C1F)C(CF)(CC(C(F)(F)F)=O)N[S@](=O)C(C)(C)C ((R)-N-(2-(2,3-difluorophenyl)-1,5,5,5-tetrafluoro-4-oxopentan-2-yl)-2-methylpropane-2-sulfinamide). RXN SMILES: [F:1][C:2]1[C:7]([F:8])=[CH:6][CH:5]=[CH:4][C:3]=1[C:9]([NH:22][S@@:23]([C:25]([CH3:28])([CH3:27])[CH3:26])=[O:24])([CH2:12]/[C:13](=N/N(C)C)/[C:14]([F:17])([F:16])[F:15])[CH2:10][F:11].Cl.C1C[O:33]CC1>>[F:1][C:2]1[C:7]([F:8])=[CH:6][CH:5]=[CH:4][C:3]=1[C:9]([NH:22][S@@:23]([C:25]([CH3:28])([CH3:27])[CH3:26])=[O:24])([CH2:12][C:13](=[O:33])[C:14]([F:17])([F:16])[F:15])[CH2:10][F:11]. Procedure details: A solution of (R)-N-((Z)-2-(2,3-difluorophenyl)-4-(2,2-dimethylhydrazono)-1,5,5,5-tetrafluoropentan-2-yl)-2-methylpropane-2-sulfinamide (9.0 g, 20.86 mmol) in THF (10 mL) was treated with hydrogen chloride, 2M aq. solution (10.43 mL, 20.86 mmol). The mixture was stirred at ambient temperature for 26 h. LCMS detected formation of desired product and trace of starting material. The reaction was quenched with saturated NaHCO3 solution and then extracted with EtOAc (2×). The organic extracts were wa... The reactants are CN(C=O)C (dimethylformamide), S(=O)(Cl)Cl (thionyl chloride), C(C)(=O)OC1=CC2=C(SC=C2C(=O)O)C=C1 (5-acetoxybenzo[b]thiophene-3-carboxylic acid). Run in C1(=CC=CC=C1)C (toluene). Product: C(C)(=O)OC1=CC2=C(SC=C2C(=O)Cl)C=C1 (5-Acetoxybenzo[b]thiophene-3-carbonyl Chloride). As a reaction SMILES: [C:1]([O:4][C:5]1[CH:16]=[CH:15][C:8]2[S:9][CH:10]=[C:11]([C:12](O)=[O:13])[C:7]=2[CH:6]=1)(=[O:3])[CH3:2].CN(C)C=O.S(Cl)([Cl:24])=O>C1(C)C=CC=CC=1>[C:1]([O:4][C:5]1[CH:16]=[CH:15][C:8]2[S:9][CH:10]=[C:11]([C:12]([Cl:24])=[O:13])[C:7]=2[CH:6]=1)(=[O:3])[CH3:2]. Reported procedure: A mixture of 1,349 mg of the above obtained 5-acetoxybenzo[b]thiophene-3-carboxylic acid (4), a drop of dimethylformamide, 1.22 ml of (17.13 mmol) of thionyl chloride and 25 ml of toluene was refluxed for 1.5 hours and then concentrated under reduced pressure to give 1,454 mg of the objective compound (5). Reactants: ClC=1C=C(C=C(C1)Cl)SC1=C(N=C(N1CC1=CC=NC=C1)CO)C(C)C (5-(3,5-Dichlorophenylthio)-4-isoproyl-1-(4-pyridylmethyl)-2-hydroxymethyl-1H-imidazole), C(N)([O-])=O (carbamate), C(CCCCCCCCCCCCCCC)(=O)N=C=O (palmitoyl isocyanate). Yields the product C(CCCCCCCCCCCCCCC)(=O)NC(OCC=1N(C(=C(N1)C(C)C)SC1=CC(=CC(=C1)Cl)Cl)CC1=CC=NC=C1)=O (5-(3,5-Dichlorophenylthio)-4-isopropyl-1-(4-pyridylmethyl)-1H-imidazol-2-ylmethyl palmitoylcarbamate). Yield: 50.0%. RXN SMILES: [Cl:1][C:2]1[CH:3]=[C:4]([S:9][C:10]2[N:14]([CH2:15][C:16]3[CH:21]=[CH:20][N:19]=[CH:18][CH:17]=3)[C:13]([CH2:22][OH:23])=[N:12][C:11]=2[CH:24]([CH3:26])[CH3:25])[CH:5]=[C:6]([Cl:8])[CH:7]=1.C(=O)([O-])N.[C:31]([N:48]=[C:49]=[O:50])(=[O:47])[CH2:32][CH2:33][CH2:34][CH2:35][CH2:36][CH2:37][CH2:38][CH2:39][CH2:40][CH2:41][CH2:42][CH2:43][CH2:44][CH2:45][CH3:46]>>[C:31]([NH:48][C:49](=[O:50])[O:23][CH2:22][C:13]1[N:14]([CH2:15][C:16]2[CH:21]=[CH:20][N:19]=[CH:18][CH:17]=2)[C:10]([S:9][C:4]2[CH:3]=[C:2]([Cl:1])[CH:7]=[C:6]([Cl:8])[CH:5]=2)=[C:11]([CH:24]([CH3:26])[CH3:25])[N:12]=1)(=[O:47])[CH2:32][CH2:33][CH2:34][CH2:35][CH2:36][CH2:37][CH2:38][CH2:39][CH2:40][CH2:41][CH2:42][CH2:43][CH2:44][CH2:45][CH3:46]. Procedure: The compound 89 (245 mg, 0.6 mmol) was converted to the carbamate with palmitoyl isocyanate (5 eq.) in the same manner as the example 66 to give the compound 95 (207 mg, 50%) as oil. Rf 0.40 (EtOAc). PMR (CDCl3): δH0.88 (3 H, t like, CH3),1.25 (24 H, bs, --CH2 --), 1.31 (6 H, d, J 7.0 Hz, (CH3)2CH), 1.59 (2 H, m, --CH2 --), 2.59 (2 H, t, J 7.8 Hz, --CH2CO--, 3.19 (1 H, sep, J 7.0 Hz, (CH3)2CH), 5.22 (2 H, s, NCH2), 5.27 (2 H, s, OCH2), 6.70 (2 H, d, J 1.6 Hz, arom 2- and 6-H), 6.76 (2 H, d-like,...